From a dataset of the Open Reaction Database (ORD), a public repository of structured organic reaction records. describe an organic reaction: reactants, conditions, products, and yield The reactants are NC1=CC=CC=C1 (aniline), C(C)C(CBr)CCCC (2-ethylhexyl bromide), C([O-])([O-])=O.[K+].[K+] (potassium carbonate). Run in CN(C=O)C (N,N-dimethylformamide). Reaction conditions: temperature 75 celsius, time 24 hour. The product is C(C)C(CNC1=CC=CC=C1)CCCC (N-(2-ethylhexyl)aniline). Isolated yield 43.0%. RXN SMILES: [NH2:1][C:2]1[CH:7]=[CH:6][CH:5]=[CH:4][CH:3]=1.[CH2:8]([CH:10]([CH2:13][CH2:14][CH2:15][CH3:16])[CH2:11]Br)[CH3:9].C(=O)([O-])[O-].[K+].[K+]>CN(C)C=O>[CH2:8]([CH:10]([CH2:13][CH2:14][CH2:15][CH3:16])[CH2:11][NH:1][C:2]1[CH:7]=[CH:6][CH:5]=[CH:4][CH:3]=1)[CH3:9] |f:2.3.4|. Reported procedure: A mixture of aniline (18.6 parts), 2-ethylhexyl bromide (42.4 parts), anhydrous potassium carbonate (30.3 parts) and dry N,N-dimethylformamide (100 parts) was stirred at 75° C. for 24 hours. The cooled mixture was filtered, diluted with dichloromethane and washed with 2N-hydrochloric acid (100 parts). The organic phase was evaported to leave oil which was triturated with petroleum ether and water to give N-(2-ethylhexyl)aniline (18 parts, 43%). The reactants are ONC(C=CCCCCC(C1=CC2=CC=CC=C2C=C1)O)=O (N-Hydroxy-8-hydroxy-8-(2-naphthyl)-2-octenamide), [BH4-].[Na+] (sodium borohydride). Run in CO (methanol). Conditions: time 15 minute. Yields the product ONC(CCCCCCC(C1=CC2=CC=CC=C2C=C1)O)=O (N-Hydroxy-8-hydroxy-8-(2-naphthyl)octanamide). The yield is 46.0%. As a reaction SMILES: [OH:1][NH:2][C:3](=[O:22])[CH:4]=[CH:5][CH2:6][CH2:7][CH2:8][CH2:9][CH:10]([OH:21])[C:11]1[CH:20]=[CH:19][C:18]2[C:13](=[CH:14][CH:15]=[CH:16][CH:17]=2)[CH:12]=1.[BH4-].[Na+]>CO>[OH:1][NH:2][C:3](=[O:22])[CH2:4][CH2:5][CH2:6][CH2:7][CH2:8][CH2:9][CH:10]([OH:21])[C:11]1[CH:20]=[CH:19][C:18]2[C:13](=[CH:14][CH:15]=[CH:16][CH:17]=2)[CH:12]=1 |f:1.2|. Procedure details: To a solution of 187 (20 mg, 0.067 mmol) in methanol (670 μL) was added solid sodium borohydride (2.5 mg, 0.067 mmol). The mixture was stirred for 15 minutes and the solvent was evaporated in vacuo. The residue was partitioned between ethyl acetate and water. The organic layer was dried (MgSO4) and concentrated. Purification by flash silica gel chromatography (6% methanol in dichloromethane) afforded the title compound 188 in 46% yield (9.1 mg). 1H NMR: (300 MHz, CD3OD) δ: 7.84-7.76 (m, 4H), 7.5... The reactants are ClCC(=O)O (chloracetic acid), NC1=CC=CC=C1 (aniline). The solvent is O (water). The product is C1(=CC=CC=C1)NCC(=O)O (N-phenylglycine). As a reaction SMILES: Cl[CH2:2][C:3]([OH:5])=[O:4].[NH2:6][C:7]1[CH:12]=[CH:11][CH:10]=[CH:9][CH:8]=1>O>[C:7]1([NH:6][CH2:2][C:3]([OH:5])=[O:4])[CH:12]=[CH:11][CH:10]=[CH:9][CH:8]=1. Reported procedure: 475 g of chloracetic acid (5 moles) are heated with 930 g aniline (10 moles) in 2 l water for 1.5 h to 100° C. After cooling, the N-phenylglycine formed is suctioned off and washed with water. Yield is 468 g (=62% with respect to the chloracetic acid).